This data is from the Open Reaction Database (ORD), a public repository of structured organic reaction records. The task is: describe an organic reaction: reactants, conditions, products, and yield The reactants are ClC1=CC=C(S1)C(=O)NC1=C2C(N(C(C2=CC=C1)=O)CCC1CCNCC1)=O (5-chloro-N-{1,3-dioxo-2-[2-(4-piperidinyl)ethyl]-2,3-dihydro-1H-isoindol-4-yl}-2-thiophenecarboxamide), BrC1=NC=CC=C1 (2-bromopyridine). Product: ClC1=CC=C(S1)C(=O)NC1=C2C(N(C(C2=CC=C1)=O)CCC1CCN(CC1)C1=NC=CC=C1)=O (5-chloro-N-(1,3-dioxo-2-{2-[1-(2-pyridinyl)-4-piperidinyl]ethyl}-2,3-dihydro-1H-isoindol-4-yl)-2-thiophenecarboxamide). As a reaction SMILES: [Cl:1][C:2]1[S:6][C:5]([C:7]([NH:9][C:10]2[CH:18]=[CH:17][CH:16]=[C:15]3[C:11]=2[C:12](=[O:28])[N:13]([CH2:20][CH2:21][CH:22]2[CH2:27][CH2:26][NH:25][CH2:24][CH2:23]2)[C:14]3=[O:19])=[O:8])=[CH:4][CH:3]=1.Br[C:30]1[CH:35]=[CH:34][CH:33]=[CH:32][N:31]=1>>[Cl:1][C:2]1[S:6][C:5]([C:7]([NH:9][C:10]2[CH:18]=[CH:17][CH:16]=[C:15]3[C:11]=2[C:12](=[O:28])[N:13]([CH2:20][CH2:21][CH:22]2[CH2:27][CH2:26][N:25]([C:30]4[CH:35]=[CH:34][CH:33]=[CH:32][N:31]=4)[CH2:24][CH2:23]2)[C:14]3=[O:19])=[O:8])=[CH:4][CH:3]=1. Reported procedure: can be prepared from 5-chloro-N-{1,3-dioxo-2-[2-(4-piperidinyl)ethyl]-2,3-dihydro-1H-isoindol-4-yl}-2-thiophenecarboxamide and 2-bromopyridine Reactants: C(CCC)[Li] (n-Butyllithium), C(CCC)[Mg]Cl (n-butylmagnesium chloride), CN(C=O)C (N,N-dimethylformamide), BrC1=NC(=CC=C1)Br (2,6-dibromopyridine). Run in CCCCCC (hexane), C1(=CC=CC=C1)C (toluene), O1CCCC1 (tetrahydrofuran), C1(=CC=CC=C1)C (toluene), C(C)(=O)O (acetic acid). Conditions: temperature -10 celsius, time 1 hour. Product: BrC1=CC=CC(=N1)C=O (6-bromo-2-formylpyridine). Isolated yield 95.1%. Reaction SMILES: C([Li])CCC.C([Mg]Cl)CCC.Br[C:13]1[CH:18]=[CH:17][CH:16]=[C:15]([Br:19])[N:14]=1.CN(C)[CH:22]=[O:23]>CCCCCC.C1(C)C=CC=CC=1.O1CCCC1.C(O)(=O)C>[Br:19][C:15]1[N:14]=[C:13]([CH:22]=[O:23])[CH:18]=[CH:17][CH:16]=1. Procedure: n-Butyllithium (337 mmol) in 1.52M hexane solution (222 mL) was dissolved in toluene (500 mL) cooled at −10° C., and n-butylmagnesium chloride (169 mmol) in 2.00M tetrahydrofuran solution (84.5 ml) was added dropwise below −10° C. over a period of 25 minutes. After stirring at −10° C. for one hour, 2,6-dibromopyridine (100 g, 422 mmol) in toluene (1000 mL) was added dropwise to the mixture at an inside temperature of −10° C. to −6° C. over one hour. The mixture was further stirred at −10° C. for...